Dataset: the Open Reaction Database (ORD), a public repository of structured organic reaction records. Task: describe an organic reaction: reactants, conditions, products, and yield Starting materials: C(C)(C)(C)OC(=O)NC=1C=CC=C2C=CC(=CC12)O (8-(tert-butoxycarbonylamino)-2-naphthol), C(CC(O)(C(=O)O)CC(=O)O)(=O)O (citric acid), C(C)(C)[Si](C(C)C)(C(C)C)Cl (triisopropylsilyl chloride), N1C=NC=C1 (imidazole). Run in CN(C)C=O (DMF). Run at time 18 hour. Yields the product C(C)(C)(C)OC(=O)NC1=CC=CC2=CC=C(C=C12)O[Si](C(C)C)(C(C)C)C(C)C (1-(tert-Butoxycarbonylamino)-7-(triisopropylsilyloxy)naphthalene). Reaction SMILES: [C:1]([O:5][C:6]([NH:8][C:9]1[CH:10]=[CH:11][CH:12]=[C:13]2[C:18]=1[CH:17]=[C:16]([OH:19])[CH:15]=[CH:14]2)=[O:7])([CH3:4])([CH3:3])[CH3:2].[CH:20]([Si:23](Cl)([CH:27]([CH3:29])[CH3:28])[CH:24]([CH3:26])[CH3:25])([CH3:22])[CH3:21].N1C=CN=C1.C(O)(=O)CC(CC(O)=O)(C(O)=O)O>CN(C=O)C>[C:1]([O:5][C:6]([NH:8][C:9]1[C:18]2[C:13](=[CH:14][CH:15]=[C:16]([O:19][Si:23]([CH:27]([CH3:29])[CH3:28])([CH:24]([CH3:26])[CH3:25])[CH:20]([CH3:22])[CH3:21])[CH:17]=2)[CH:12]=[CH:11][CH:10]=1)=[O:7])([CH3:4])([CH3:2])[CH3:3]. Procedure: A solution of 8-(tert-butoxycarbonylamino)-2-naphthol, as described in Example 9, Step A, (8.00 g, 30.9 mmol), triisopropylsilyl chloride (7.92 mL, 37.0 mmol), and imidazole (4.20 g, 61.7 mmol) in DMF (75 mL) was stirred at ambient temperature for 18 hours, then poured into 10% aqueous citric acid (100 mL) and extracted with EtOAc (2×100 mL). The combined organic extracts were washed with H2O, then brine, then dried over Na2SO4, filtered, and concentrated in vacuo. The crude product was purified... The reactants are CN1C=C(C2=CC(=CC=C12)NC(OC(C)(C)C)=O)C1=CC=2C(=NC=CC2)N1 ([1-methyl-3-(1H-pyrrolo[2,3-b]pyridin-2-yl)-1H-indol-5-yl]-carbamic acid, tert-butyl ester), FC(C(=O)O)(F)F (trifluoroacetic acid). Solvent: ClCCl (dichloromethane). Run at time 16 hour. Yields the product CN1C=C(C2=CC(=CC=C12)N)C1=CC=2C(=NC=CC2)N1 (1-Methyl-3-(1H-pyrrolo[2,3-b]pyridin-2-yl)-1H-indol-5-ylamine). RXN SMILES: [CH3:1][N:2]1[C:10]2[C:5](=[CH:6][C:7]([NH:11]C(=O)OC(C)(C)C)=[CH:8][CH:9]=2)[C:4]([C:19]2[NH:27][C:22]3=[N:23][CH:24]=[CH:25][CH:26]=[C:21]3[CH:20]=2)=[CH:3]1.FC(F)(F)C(O)=O>ClCCl>[CH3:1][N:2]1[C:10]2[C:5](=[CH:6][C:7]([NH2:11])=[CH:8][CH:9]=2)[C:4]([C:19]2[NH:27][C:22]3=[N:23][CH:24]=[CH:25][CH:26]=[C:21]3[CH:20]=2)=[CH:3]1. Procedure: A stirred solution of [1-methyl-3-(1H-pyrrolo[2,3-b]pyridin-2-yl)-1H-indol-5-yl]-carbamic acid, tert-butyl ester [0.2 g, Reference Example 30] in dichloromethane was treated with trifluoroacetic acid (2 mL). After stirring at ambient temperature for 16 hours the reaction mixture was evaporated. The residue was suspended in saturated sodium bicarbonate solution (10 mL) and the resulting solid was filtered then dried to give the title compound as a yellow solid, m.p. 247-248° C. MS: 263 (MH+). Reactants: COC(=O)[C@@H]1[C@H]([C@H]([C@@H](C1)C(=O)OC)CN=[N+]=[N-])NC(=O)OC(C)(C)C ((±)-(1S,2S,3R,4R)-2-(t-Butyloxycarbonylamino)-3-(azidomethyl)-cyclopentane-1,4-dicarboxylic acid dimethyl ester), S1C(=CC=C1)CC(=O)O (thiolacetic acid). Product: C(C)(C)(C)OC(=O)N[C@@H]1[C@H](C[C@H]([C@@H]1CNC(C)=O)C(=O)OC)C(=O)O ((±)-(1S,2S,3R,4R)-2-(t-Butyloxycarbonylamino)-3-(acetamidomethyl)-4-(methoxycarbonyl)-cyclopentane-1-carboxylic Acid). Isolated yield 48.0%. Reaction SMILES: C[O:2][C:3]([C@H:5]1[CH2:9][C@@H:8]([C:10]([O:12][CH3:13])=[O:11])[C@H:7]([CH2:14][N:15]=[N+]=[N-])[C@@H:6]1[NH:18][C:19]([O:21][C:22]([CH3:25])([CH3:24])[CH3:23])=[O:20])=[O:4].S1C=CC=C1[CH2:31][C:32](O)=[O:33]>>[C:22]([O:21][C:19]([NH:18][C@H:6]1[C@@H:7]([CH2:14][NH:15][C:32](=[O:33])[CH3:31])[C@H:8]([C:10]([O:12][CH3:13])=[O:11])[CH2:9][C@@H:5]1[C:3]([OH:2])=[O:4])=[O:20])([CH3:25])([CH3:24])[CH3:23]. Procedure details: (±)-(1S,2S,3R,4R)-2-(t-Butyloxycarbonylamino)-3-(azidomethyl)-cyclopentane-1,4-dicarboxylic acid dimethyl ester (506 mg, 1.42 mmole) and thiolacetic acid (0.4 mL) were reacted at room temperature for 6 hours. The reaction mixture was concentrated in vacuo and the crude product was purified by silica gel chromatography using 3% methanol in chloroform to provide the title compound (yield: 255 mg, 48%). MS: (M+H)+=373.